Dataset: the Open Reaction Database (ORD), a public repository of structured organic reaction records. Task: describe an organic reaction: reactants, conditions, products, and yield Starting materials: [Mg] (Magnesium), BrC1=CC(=CC=C1)F (1-bromo-3-fluorobenzene), II (iodine), alcohol, C1(=CC=C(C=C1)S(=O)(=O)O)C (p-toluenesulfonic acid), aldehyde, BrC1=CC(=CC=C1)F (1-Bromo-3-fluorobenzene), [Mg] (Magnesium), C(CC)=O (propionaldehyde). Solvent: O (water), O1CCCC1 (tetrahydrofurane), C1(=CC=CC=C1)C (toluene). Run at temperature -78 celsius, time 8 hour. The product is FC1=CC(=CC=C1)CCC (1-fluoro-3-propylbenzene). As a reaction SMILES: [Mg].Br[C:3]1[CH:8]=[CH:7][CH:6]=[C:5]([F:9])[CH:4]=1.II.[CH:12](=O)[CH2:13][CH3:14].C1(C)C=CC(S(O)(=O)=O)=CC=1>O.C1(C)C=CC=CC=1.O1CCCC1>[F:9][C:5]1[CH:6]=[CH:7][CH:8]=[C:3]([CH2:12][CH2:13][CH3:14])[CH:4]=1. Procedure: Magnesium chips (13.2 g) were placed into a 1 L flask equipped with mechanical stirrer, nitrogen inlet, 500 ml pressure-equilibrated dropping funnel, thermometer and reflux condenser connected to the inert gas outlet. The flask was flushed with nitrogen and minor flow was held during whole reaction time. 1-Bromo-3-fluorobenzene (95 g, 0.542 mol) and dry tetrahydrofurane (300 ml) was placed in dropping funnel. Magnesium was moistened with few milliliters of the solution from dropping funnel and a... The reactants are CN, O=C(Cl)C(=O)Cl, O=C(O)c1csc(-c2cc3nccc(Cl)c3s2)n1, ClCCl, CN(C)C=O. The product is CNC(=O)c1csc(-c2cc3nccc(Cl)c3s2)n1. RXN SMILES: [CH3:25][NH2:26].[Cl:19][C:20]([C:21]([Cl:22])=[O:23])=[O:24].[Cl:1][c:2]1[c:3]2[c:4]([n:5][cH:6][cH:7]1)[cH:8][c:9](-[c:11]1[s:12][cH:13][c:14]([C:16](=[O:17])[OH:18])[n:15]1)[s:10]2.[Cl:27][CH2:28][Cl:29].[O:30]=[CH:31][N:32]([CH3:33])[CH3:34]>>[Cl:1][c:2]1[c:3]2[c:4]([n:5][cH:6][cH:7]1)[cH:8][c:9](-[c:11]1[s:12][cH:13][c:14]([C:16](=[O:18])[NH:26][CH3:25])[n:15]1)[s:10]2.